From a dataset of the Open Reaction Database (ORD), a public repository of structured organic reaction records. describe an organic reaction: reactants, conditions, products, and yield The reactants are C1COCCN1, CC#N, COc1ccc2c(c1)CN(C(=O)CCl)N=C2Cc1c(Cl)cncc1Cl, ClC(Cl)Cl. Product: COc1ccc2c(c1)CN(C(=O)CN1CCOCC1)N=C2Cc1c(Cl)cncc1Cl. As a reaction SMILES: [CH2:26]1[CH2:27][O:28][CH2:29][CH2:30][NH:31]1.[CH3:32][C:33]#[N:34].[Cl:1][CH2:2][C:3](=[O:4])[N:5]1[CH2:6][c:7]2[cH:8][c:9]([O:24][CH3:25])[cH:10][cH:11][c:12]2[C:13]([CH2:15][c:16]2[c:17]([Cl:23])[cH:18][n:19][cH:20][c:21]2[Cl:22])=[N:14]1.[Cl:35][CH:36]([Cl:37])[Cl:38]>>[CH2:2]([C:3](=[O:4])[N:5]1[CH2:6][c:7]2[cH:8][c:9]([O:24][CH3:25])[cH:10][cH:11][c:12]2[C:13]([CH2:15][c:16]2[c:17]([Cl:23])[cH:18][n:19][cH:20][c:21]2[Cl:22])=[N:14]1)[N:31]1[CH2:26][CH2:27][O:28][CH2:29][CH2:30]1. Reactants: O[C@@H](C(=O)N)C ((2R)-2-hydroxypropanamide), F[B-](F)(F)F.C(C)[O+](CC)CC (triethyloxonium tetrafluoroborate), NC=1C(=C2C(=NC1)C=CS2)N[C@@H]2CC[C@H](CC2)O (trans-4-[(6-aminothieno[3,2-b]pyridin-7-yl)amino]cyclohexanol). Solvent: O1CCCC1 (tetrahydrofuran), C(C)O (ethanol). Reaction conditions: time 15 minute. Yields the product O[C@H](C)C1=NC=2C(=C3C(=NC2)C=CS3)N1[C@@H]1CC[C@H](CC1)O (trans-4-{2-[(1R)-1-Hydroxyethyl]-1H-imidazo[4,5-d]thieno[3,2-b]pyridin-1-yl}cyclohexanol). Isolated yield 0.8%. As a reaction SMILES: [OH:1][C@H:2]([CH3:6])[C:3]([NH2:5])=O.F[B-](F)(F)F.C([O+](CC)CC)C.N[C:20]1[C:21]([NH:29][C@H:30]2[CH2:35][CH2:34][C@H:33]([OH:36])[CH2:32][CH2:31]2)=[C:22]2[S:28][CH:27]=[CH:26][C:23]2=[N:24][CH:25]=1>O1CCCC1.C(O)C>[OH:1][C@@H:2]([C:3]1[N:29]([C@H:30]2[CH2:31][CH2:32][C@H:33]([OH:36])[CH2:34][CH2:35]2)[C:21]2=[C:22]3[S:28][CH:27]=[CH:26][C:23]3=[N:24][CH:25]=[C:20]2[N:5]=1)[CH3:6] |f:1.2|. Procedure details: A mixture of (2R)-2-hydroxypropanamide (96 mg, 1.1 mmol) and triethyloxonium tetrafluoroborate (0.20 g, 1.1 mmol) in tetrahydrofuran (2 mL) became a solution after stirred for 15 min. After another 45 min, this solution was added to a mixture of trans-4-[(6-aminothieno[3,2-b]pyridin-7-yl)amino]cyclohexanol (95 mg, 0.36 mmol) in ethanol (2.9 mL) and heated at reflux for 2 h. The resulting mixture was purified on RP-HPLC (XBridge C18 column, eluting with a gradient of acetonitrile/water containing... The reactants are CC(C)COC(=O)Cl, CC(N)C(=O)NC(=O)c1ccccc1S. The product is CC(C)COC(=O)Sc1ccccc1C(=O)NC(=O)C(C)N. RXN SMILES: [Cl:16][C:17](=[O:18])[O:19][CH2:20][CH:21]([CH3:22])[CH3:23].[SH:1][c:2]1[c:3]([C:4](=[O:5])[NH:6][C:7]([CH:8]([NH2:9])[CH3:10])=[O:11])[cH:12][cH:13][cH:14][cH:15]1>>[S:1]([c:2]1[c:3]([C:4](=[O:5])[NH:6][C:7]([CH:8]([NH2:9])[CH3:10])=[O:11])[cH:12][cH:13][cH:14][cH:15]1)[C:17](=[O:18])[O:19][CH2:20][CH:21]([CH3:22])[CH3:23].